From a dataset of the Open Reaction Database (ORD), a public repository of structured organic reaction records. describe an organic reaction: reactants, conditions, products, and yield Reactants: N1CCCC1 (pyrrolidine), ice water, CC1=NC(=NC(=C1)C)NC(=O)NS(=O)(=O)Cl ([(4,6-dimethylpyrimidin-2-yl)aminocarbonyl]sulfamoyl chloride). The solvent is C(Cl)Cl (methylene chloride), C(Cl)Cl (methylene chloride). Conditions: temperature 20 celsius, time 16 hour. The product is CC1=NC(=NC(=C1)C)NC(=O)NS(=O)(=O)N1CCCC1 (N-[(4,6-Dimethylpyrimidin-2-yl)aminocarbonyl]-1-pyrrolidinesulfonamide). RXN SMILES: [CH3:1][C:2]1[CH:7]=[C:6]([CH3:8])[N:5]=[C:4]([NH:9][C:10]([NH:12][S:13](Cl)(=[O:15])=[O:14])=[O:11])[N:3]=1.[NH:17]1[CH2:21][CH2:20][CH2:19][CH2:18]1>C(Cl)Cl>[CH3:1][C:2]1[CH:7]=[C:6]([CH3:8])[N:5]=[C:4]([NH:9][C:10]([NH:12][S:13]([N:17]2[CH2:21][CH2:20][CH2:19][CH2:18]2)(=[O:15])=[O:14])=[O:11])[N:3]=1. Procedure: To a methylene chloride solution of [(4,6-dimethylpyrimidin-2-yl)aminocarbonyl]sulfamoyl chloride, prepared as in Example 1, was added dropwise 2.9 g of pyrrolidine while maintaining the temperature at 20° C. The mixture was stirred for 16 hours and added to 50 ml of ice-water. Enough methylene chloride was added to dissolve the solids present and the methylene chloride solution was washed twice with equal volumes of water, dried over magnesium sulfate, filtered and evaporated in-vacuo. The resi... Starting materials: BrC=1C=C(C=NC1Cl)C(=O)O (5-bromo-6-chloro-3-pyridinecarboxylic acid), Cl.NC[C@@H]1[C@@H](CCCC1)O (cis-2-aminomethyl-1-cyclohexanol hydrochloride), OCC1CC1 (hydroxymethyl-cyclopropan), FC(OC1=CC=C(C=C1)B(O)O)(F)F (4-(trifluoromethoxy)phenylboronic acid). Yields the product C1(CC1)COC1=NC=C(C(=O)NCC2C(CCCC2)O)C=C1C1=CC=C(C=C1)OC(F)(F)F (racemic 6-cyclopropylmethoxy-N-((1RS,2RS)-2-hydroxy-cyclohexylmethyl)-5-(4-trifluoromethoxy-phenyl)-nicotinamide). Reaction SMILES: Br[C:2]1[CH:3]=[C:4]([C:9]([OH:11])=O)[CH:5]=[N:6][C:7]=1Cl.[OH:12][CH2:13][CH:14]1[CH2:16][CH2:15]1.[F:17][C:18]([F:30])([F:29])[O:19][C:20]1[CH:25]=[CH:24][C:23](B(O)O)=[CH:22][CH:21]=1.Cl.[NH2:32][CH2:33][C@H:34]1[CH2:39][CH2:38][CH2:37][CH2:36][C@H:35]1[OH:40]>>[CH:14]1([CH2:13][O:12][C:7]2[C:2]([C:23]3[CH:24]=[CH:25][C:20]([O:19][C:18]([F:30])([F:29])[F:17])=[CH:21][CH:22]=3)=[CH:3][C:4]([C:9]([NH:32][CH2:33][CH:34]3[CH2:39][CH2:38][CH2:37][CH2:36][CH:35]3[OH:40])=[O:11])=[CH:5][N:6]=2)[CH2:16][CH2:15]1 |f:3.4|. Procedure: The title compound was synthesized in analogy to Example 75, using 5-bromo-6-chloro-3-pyridinecarboxylic acid, hydroxymethyl-cyclopropan, 4-(trifluoromethoxy)phenylboronic acid and cis-2-aminomethyl-1-cyclohexanol hydrochloride as starting materials to yield racemic 6-cyclopropylmethoxy-N-((1RS,2RS)-2-hydroxy-cyclohexylmethyl)-5-(4-trifluoromethoxy-phenyl)-nicotinamide. MS (ISP) 465.3 (M+H)+. Starting materials: C(C1=CC=CC=C1)NC1=C(C=NC=2N1N=CC2Br)C(=O)O (7-Benzylamino-3-bromopyrazolo[1,5-a]pyrimidine-6-carboxylic acid), ClC1=C(C=CC=C1)N1CCNCC1 (1-(2-chlorophenyl)piperazine). The product is C(C1=CC=CC=C1)NC1=C(C=NC=2N1N=CC2Br)C(=O)N2CCN(CC2)C2=C(C=CC=C2)Cl (7-Benzylamino-3-bromo-6-[4-(2-chlorophenyl)piperazine-1-carbonyl]pyrazolo[1,5-a]pyrimidine). Yield: 81.2%. RXN SMILES: [CH2:1]([NH:8][C:9]1[N:14]2[N:15]=[CH:16][C:17]([Br:18])=[C:13]2[N:12]=[CH:11][C:10]=1[C:19]([OH:21])=O)[C:2]1[CH:7]=[CH:6][CH:5]=[CH:4][CH:3]=1.[Cl:22][C:23]1[CH:28]=[CH:27][CH:26]=[CH:25][C:24]=1[N:29]1[CH2:34][CH2:33][NH:32][CH2:31][CH2:30]1>>[CH2:1]([NH:8][C:9]1[N:14]2[N:15]=[CH:16][C:17]([Br:18])=[C:13]2[N:12]=[CH:11][C:10]=1[C:19]([N:32]1[CH2:31][CH2:30][N:29]([C:24]2[CH:25]=[CH:26][CH:27]=[CH:28][C:23]=2[Cl:22])[CH2:34][CH2:33]1)=[O:21])[C:2]1[CH:3]=[CH:4][CH:5]=[CH:6][CH:7]=1. Reported procedure: In the same manner as in Example 21, step 5 and using 7-benzylamino-3-bromopyrazolo[1,5-a]pyrimidine-6-carboxylic acid (0.091 g, 0.243 mmol) obtained in Example 22, step 3 and 1-(2-chlorophenyl)piperazine (0.057 g, 0.239 mmol), the title compound (0.102 g, 69%) was obtained. Reactants: COC(=O)C=1SC(=CC1N1C(CC(CC1=O)N)C1CCCCC1)C1=CC=CC=C1 (3-(4-amino-2-cyclohexyl-6-oxo-piperidin-1-yl)-5-phenyl-thiophene-2-carboxylic acid methyl ester), O(C1=CC=CC=C1)CC(=O)Cl (phenoxyacetyl chloride), TEA. The solvent is C(Cl)Cl (DCM). Run at temperature 0 celsius, time 20 minute. Yields the product COC(=O)C=1SC(=CC1N1C(CC(CC1=O)NC(COC1=CC=CC=C1)=O)C1CCCCC1)C1=CC=CC=C1 (3-[2-Cyclohexyl-6-oxo-4-(2-phenoxy-acetylamino)-piperidin-1-yl]-5-phenyl-thiophene-2-carboxylic acid methyl ester). Isolated yield 50.1%. Reaction SMILES: [CH3:1][O:2][C:3]([C:5]1[S:6][C:7]([C:24]2[CH:29]=[CH:28][CH:27]=[CH:26][CH:25]=2)=[CH:8][C:9]=1[N:10]1[C:15](=[O:16])[CH2:14][CH:13]([NH2:17])[CH2:12][CH:11]1[CH:18]1[CH2:23][CH2:22][CH2:21][CH2:20][CH2:19]1)=[O:4].[O:30]([CH2:37][C:38](Cl)=[O:39])[C:31]1[CH:36]=[CH:35][CH:34]=[CH:33][CH:32]=1>C(Cl)Cl>[CH3:1][O:2][C:3]([C:5]1[S:6][C:7]([C:24]2[CH:25]=[CH:26][CH:27]=[CH:28][CH:29]=2)=[CH:8][C:9]=1[N:10]1[C:15](=[O:16])[CH2:14][CH:13]([NH:17][C:38](=[O:39])[CH2:37][O:30][C:31]2[CH:36]=[CH:35][CH:34]=[CH:33][CH:32]=2)[CH2:12][CH:11]1[CH:18]1[CH2:19][CH2:20][CH2:21][CH2:22][CH2:23]1)=[O:4]. Reported procedure: To a solution of 3-(4-amino-2-cyclohexyl-6-oxo-piperidin-1-yl)-5-phenyl-thiophene-2-carboxylic acid methyl ester (30 mg, 0.073 mmol, 1.0 equiv) in DCM (1.0 mL) at 0° C. was added phenoxyacetyl chloride (0.02 ml, 0.145 mmol, 2.0 equiv) and TEA (0.02 mL). The resulting mixture was then stirred at 0° C. for 20 minutes after which the solvent was removed under vacuum. The residue was purified by silica gel column chromatography (EtOAc/hepatane 10%˜80%) to give product (20 mg). MS: 547 [M+H+].) Reaction SMILES: [NH:1]=[C:2]1[C:6]2=[N:7][CH:8]=[CH:9][CH:10]=[C:5]2[C:4](=[O:11])[N:3]1[CH2:12][C:13](=O)[C:14]1[CH:19]=[CH:18][CH:17]=[CH:16][CH:15]=1.Cl.[OH-:22].[Na+]>O>[C:14]1([C:13]2[NH:1][C:2]([C:6]3[N:7]=[CH:8][CH:9]=[CH:10][C:5]=3[C:4]([OH:22])=[O:11])=[N:3][CH:12]=2)[CH:19]=[CH:18][CH:17]=[CH:16][CH:15]=1 |f:2.3|. Yields the product C1(=CC=CC=C1)C1=CN=C(N1)C1=C(C(=O)O)C=CC=N1 (2-(5-Phenyl-1H-imidazol-2-yl)nicotinic acid). Starting materials: Cl (HCl), N=C1N(C(C=2C1=NC=CC2)=O)CC(C2=CC=CC=C2)=O (7-imino-6-(2-oxo-2-phenylethyl)-6,7-dihydro-5H-pyrrolo[3,4-b]pyridin-5-one), [OH-].[Na+] (NaOH). Procedure: To the suspension of 7-imino-6-(2-oxo-2-phenylethyl)-6,7-dihydro-5H-pyrrolo[3,4-b]pyridin-5-one (825 mg, 3.11 mmol) in 1N NaOH (6.22 ml) 40 ml of water were added, and the reaction mixture heated to reflux for 1.5 hours. After cooling to room temperature the mixture was diluted with 100 ml of water, and the pH adjusted to 2-3 by addition of 2N HCl. The resulting precipitate was filtered off and dried to give 414 mg of the title compound as solid; ESI-MS [M+W]: 266.1. The solvent is O (water), O (water). Reactants: ClC1=CC=C(C(C=O)=C1)O (5-Chlorosalicylaldehyde), C(#N)[BH3-].[Na+] (sodium cyanoborohydride), N=C1NC(C(N1C1CCNCC1)=O)(C1=CC=C(C=C1)OC)C1=CC=C(C=C1)OC (2-imino-5,5-bis(4-methoxyphenyl)-3-(piperidin-4-yl)imidazolidin-4-one). Solvent: C(C)O (ethanol). Conditions: time 8 hour. The product is ClC=1C=CC(=C(CN2CCC(CC2)N2C(NC(C2=O)(C2=CC=C(C=C2)OC)C2=CC=C(C=C2)OC)=N)C1)O (3-(1-(5-chloro-2-hydroxybenzyl)piperidin-4-yl)-2-imino-5,5-bis(4-methoxyphenyl)imidazolidin-4-one). The yield is 32.3%. Reaction SMILES: [Cl:1][C:2]1[CH:9]=[C:6]([CH:7]=O)[C:5]([OH:10])=[CH:4][CH:3]=1.C([BH3-])#N.[Na+].[NH:15]=[C:16]1[N:20]([CH:21]2[CH2:26][CH2:25][NH:24][CH2:23][CH2:22]2)[C:19](=[O:27])[C:18]([C:36]2[CH:41]=[CH:40][C:39]([O:42][CH3:43])=[CH:38][CH:37]=2)([C:28]2[CH:33]=[CH:32][C:31]([O:34][CH3:35])=[CH:30][CH:29]=2)[NH:17]1>C(O)C>[Cl:1][C:2]1[CH:3]=[CH:4][C:5]([OH:10])=[C:6]([CH:9]=1)[CH2:7][N:24]1[CH2:25][CH2:26][CH:21]([N:20]2[C:19](=[O:27])[C:18]([C:36]3[CH:37]=[CH:38][C:39]([O:42][CH3:43])=[CH:40][CH:41]=3)([C:28]3[CH:29]=[CH:30][C:31]([O:34][CH3:35])=[CH:32][CH:33]=3)[NH:17][C:16]2=[NH:15])[CH2:22][CH2:23]1 |f:1.2|. Reported procedure: 5-Chlorosalicylaldehyde (0.24 g, 1.53 mmol), sodium cyanoborohydride (0.33 g, 5.25 mmol) and 2-imino-5,5-bis(4-methoxyphenyl)-3-(piperidin-4-yl)imidazolidin-4-one (0.41 g, 1.04 mmol) were dissolved in ethanol and the solution was stirred at room temperature overnight. The mixture was extracted with dichloromethane. The combined organic phases were dried over sodium sulfate and concentrated in vacuo. The residue was purified over a silica column (MeOH/DCM=1/20) to give the title compound as a whi... The reactants are [O-]CC.[Na+] (sodium ethoxide), C(C)OC1=NC(=CC=2N1C(NN2)=S)F (5-ethoxy-7-fluoro-1,2,4-triazolo[4,3-c]pyrimidine-3(2H)-thione), Cl (hydrochloric acid). The solvent is C(C)O (ethanol), C(C)O (ethanol). The product is C(C)OC1=NC(=CC=2N1NC(N2)=S)F (5-ethoxy-7-fluoro[1,2,4]triazolo[1,5-c]pyrimidine-2(3H) -thione). Reaction SMILES: [CH2:1]([O:3][C:4]1[N:9]2[C:10](=[S:13])[NH:11][N:12]=[C:8]2[CH:7]=[C:6]([F:14])[N:5]=1)[CH3:2].[O-]CC.[Na+].Cl>C(O)C>[CH2:1]([O:3][C:4]1[N:12]2[NH:11][C:10](=[S:13])[N:9]=[C:8]2[CH:7]=[C:6]([F:14])[N:5]=1)[CH3:2] |f:1.2|. Reported procedure: A mixture of 5.8 g (26 mmol) of 5-ethoxy-7-fluoro-1,2,4-triazolo[4,3-c]pyrimidine-3(2H)-thione in 50 mL of absolute ethanol was prepared and to this was added at 0° C. with vigorous stirring and cooling 12.2 mL (33 mmol) of 21 weight percent sodium ethoxide in ethanol. A mildly exothermic reaction took place and the mixture changed from a suspension to a plum colored solution. The mixture was stirred at below 10° C. for 2.25 hours to complete the reaction. It was then acidified with 25 mL of 1.2... Reactants: O=C1N(C(C2=CC(=CC=C12)OC1=C(C=CC=C1)C)=O)CC(=O)O (2-(1,3-dioxo-5-(o-tolyloxy)isoindolin-2-yl)acetic acid), OS(=O)(=O)O (H2SO4), CO (MeOH). Reaction conditions: time 18 hour. The product is O=C1N(C(C2=CC(=CC=C12)OC1=C(C=CC=C1)C)=O)CC(=O)OC (Methyl 2-(1,3-dioxo-5-(o-tolyloxy)isoindolin-2-yl)acetate). Reaction SMILES: [O:1]=[C:2]1[C:10]2[C:5](=[CH:6][C:7]([O:11][C:12]3[CH:17]=[CH:16][CH:15]=[CH:14][C:13]=3[CH3:18])=[CH:8][CH:9]=2)[C:4](=[O:19])[N:3]1[CH2:20][C:21]([OH:23])=[O:22].OS(O)(=O)=O.[CH3:29]O>>[O:1]=[C:2]1[C:10]2[C:5](=[CH:6][C:7]([O:11][C:12]3[CH:17]=[CH:16][CH:15]=[CH:14][C:13]=3[CH3:18])=[CH:8][CH:9]=2)[C:4](=[O:19])[N:3]1[CH2:20][C:21]([O:23][CH3:29])=[O:22]. Procedure details: A mixture of 2-(1,3-dioxo-5-(o-tolyloxy)isoindolin-2-yl)acetic acid (10.1 g, 32.5 mmol) and concentrated H2SO4 (2.0 mL) in MeOH (41 mL) was heated to reflux with stirring for 18 hours. After cooling to room temperature, the solvent was removed in vacuo. To the residue was added sat'd NaHCO3 solution (100 mL) and EtOAc (100 mL). The layers were separated and the organic layer was dried over Mg SO4 and then concentrated in vacuo to give the title compound as white solid in 10.0 g. 1H NMR (CDCl3, 2... The reactants are CCNCC, C#CCN(C)C, CN(C)C=O, [O-][N+]1=C(c2ccccc2)c2cc(Cl)ccc2C(Br)=CC1, [I-], Cl[Pd]Cl, c1ccc(P(c2ccccc2)c2ccccc2)cc1. Yields the product CN(C)CC#CC1=CC[N+]([O-])=C(c2ccccc2)c2cc(Cl)ccc21. As a reaction SMILES: [CH2:21]([NH:22][CH2:23][CH3:24])[CH3:25].[CH3:46][N:47]([CH2:48][C:49]#[CH:50])[CH3:51].[CH3:55][N:56]([CH3:57])[CH:58]=[O:59].[Cl:1][c:2]1[cH:3][c:4]2[c:5]([cH:19][cH:20]1)[C:6]([Br:18])=[CH:7][CH2:8][N+:9]([O-:17])=[C:10]2[c:11]1[cH:12][cH:13][cH:14][cH:15][cH:16]1.[I-:45].[Pd:52]([Cl:53])[Cl:54].[c:26]1([P:27]([c:28]2[cH:29][cH:30][cH:31][cH:32][cH:33]2)[c:34]2[cH:35][cH:36][cH:37][cH:38][cH:39]2)[cH:40][cH:41][cH:42][cH:43][cH:44]1>>[Cl:1][c:2]1[cH:3][c:4]2[c:5]([cH:19][cH:20]1)[C:6]([C:50]#[C:49][CH2:48][N:47]([CH3:46])[CH3:51])=[CH:7][CH2:8][N+:9]([O-:17])=[C:10]2[c:11]1[cH:12][cH:13][cH:14][cH:15][cH:16]1. Product: COC(=O)Cc1cccc(C(F)(F)F)c1. Starting materials: CO, ClCCl, FC(F)(F)c1cccc(CC(Cl)(Cl)Cl)c1, [K+], [OH-], O, O=S(=O)(O)O. RXN SMILES: [CH3:1][OH:2].[Cl:25][CH2:26][Cl:27].[Cl:5][C:6]([CH2:7][c:8]1[cH:9][c:10]([C:14]([F:15])([F:16])[F:17])[cH:11][cH:12][cH:13]1)([Cl:18])[Cl:19].[K+:4].[OH-:3].[OH2:28].[S:20](=[O:21])(=[O:22])([OH:23])[OH:24]>>[CH3:1][O:2][C:6](=[O:3])[CH2:7][c:8]1[cH:9][c:10]([C:14]([F:15])([F:16])[F:17])[cH:11][cH:12][cH:13]1.